This data is from the Open Reaction Database (ORD), a public repository of structured organic reaction records. The task is: describe an organic reaction: reactants, conditions, products, and yield Starting materials: [H][H] (hydrogen), C1(=CC=CC=C1)COC1=CC=2C3=C(N(C2C=C1)C)CC(C3)CN(C)C (1,2,3,4-tetrahydro-7-phenylmethoxy-N,N,4-trimethylcyclopent[b]indole-2-methanamine). The reagents and catalysts are [Pd] (Pd/C). The solvent is C(C)O (ethyl alcohol), C(C)O (ethyl alcohol). Product: CN1C2=C(C=3C=C(C=CC13)O)CC(C2)CN(C)C (1,2,3,4-Tetrahydro-4-methyl-2-[(dimethylamino)methyl]cyclopent [b]indole-7-ol). As a reaction SMILES: C1(C[O:8][C:9]2[CH:17]=[CH:16][C:15]3[N:14]([CH3:18])[C:13]4[CH2:19][CH:20]([CH2:22][N:23]([CH3:25])[CH3:24])[CH2:21][C:12]=4[C:11]=3[CH:10]=2)C=CC=CC=1.[H][H]>C(O)C.[Pd]>[CH3:18][N:14]1[C:15]2[CH:16]=[CH:17][C:9]([OH:8])=[CH:10][C:11]=2[C:12]2[CH2:21][CH:20]([CH2:22][N:23]([CH3:25])[CH3:24])[CH2:19][C:13]1=2. Procedure details: In a 500 ml Parr hydrogenation bottle was suspended 0.5 g of 10% Pd/C in 50 ml of ethyl alcohol. To this was added a solution of 1,2,3,4-tetrahydro-7-phenylmethoxy-N,N,4-trimethylcyclopent[b]indole-2-methanamine (2.3 g, 0.007 mole) in 200 ml of ethyl alcohol. After shaking at 50° C. under 50 psi hydrogen for two hours, the mixture was cooled and filtered, and the filtrate concentrated to a tan solid, 1.5 g, m.p. 110° C. The reactants are CC(C)=O, COC(=O)c1ccc2cc(C(C)(C)OO)ccc2c1, O=S(=O)(O)O. Product: COC(=O)c1ccc2cc(O)ccc2c1. As a reaction SMILES: [CH3:20][C:21]([CH3:22])=[O:23].[O:1]([C:2]([CH3:3])([CH3:4])[c:6]1[cH:7][c:8]2[cH:9][cH:10][c:11]([C:16](=[O:17])[O:18][CH3:19])[cH:12][c:13]2[cH:14][cH:15]1)[OH:5].[S:24](=[O:25])(=[O:26])([OH:27])[OH:28]>>[c:6]1([OH:23])[cH:7][c:8]2[cH:9][cH:10][c:11]([C:16](=[O:17])[O:18][CH3:19])[cH:12][c:13]2[cH:14][cH:15]1. Run at temperature 80 celsius, time 30 minute. Reactants: CC#N.O (MeCN H2O), solid, FC(C(=O)O)(F)F.N12C[C@@H](C(CC1)CC2)OC2=CC=C(N=N2)C2=CC(=C(C=C2)N)[N+](=O)[O-] (4-{6-[(3R)-1-Aza-bicyclo[2.2.2]oct-3-yloxy]-pyridazin-3-yl}-2-nitro-phenylamine trifluoroacetate). Reaction SMILES: F[C:2](F)(F)C(O)=O.[N:8]12[CH2:15][CH2:14][CH:11]([CH2:12][CH2:13]1)[C@@H:10]([O:16][C:17]1[N:22]=[N:21][C:20]([C:23]3[CH:28]=[CH:27][C:26]([NH2:29])=[C:25]([N+:30]([O-])=O)[CH:24]=3)=[CH:19][CH:18]=1)[CH2:9]2.CC#N.O>CO.[OH-].[OH-].[Pd+2]>[NH:29]1[C:26]2[CH:27]=[CH:28][C:23]([C:20]3[N:21]=[N:22][C:17]([O:16][C@@H:10]4[CH:11]5[CH2:14][CH2:15][N:8]([CH2:13][CH2:12]5)[CH2:9]4)=[CH:18][CH:19]=3)=[CH:24][C:25]=2[N:30]=[CH:2]1 |f:0.1,2.3,5.6.7|. Run in CO (methanol). The reagents and catalysts are [OH-].[OH-].[Pd+2] (Pd(OH)2/C). Procedure: The product of Example 29B (29 mg, 0.064 mmol) was dissolved in 2.0 mL of methanol and 6 mg of Pd(OH)2/C (Aldrich, 10 wt %) was added. The mixture was stirred under 50 psi of H2 for 30 min. The solution was filtered through a nylon membrane and concentrated. The residue was dissolved in DMF (0.25 mL) and treated with excess triethylorthoformate (0.1 mL). The solution was heated at 80° C. for 2 h, then cooled down to ambient temperature and stirred for 4 h. The title product was purified by prepa... Yields the product N1C=NC2=C1C=CC(=C2)C2=CC=C(N=N2)O[C@H]2CN1CCC2CC1 ((R)-3-[6-(1H-Benzoimidazol-5-yl)-pyridazin-3-yloxy]-1-aza-bicyclo[2.2.2]octane). Starting materials: O[C@H](C(=O)NC1=NC=C(C=C1)C)CCOC ((S)-2-Hydroxy-4-methoxy-N-(5-methylpyridin-2-yl)butanamide), O[C@H](C(=O)NC1=NC=C(C=C1)C)CCOC ((S)-2-Hydroxy-4-methoxy-N-(5-methylpyridin-2-yl)butanamide), ClC1=C2C(=NC=N1)N(N=C2)C2=NC=CC=C2Cl (4-Chloro-1-(3-chloropyridin-2-yl)-1H-pyrazolo[3,4-d]pyrimidine), ClC1=C2C(=NC=N1)N(N=C2)C2=NC=CC=C2Cl (4-Chloro-1-(3-chloropyridin-2-yl)-1H-pyrazolo[3,4-d]pyrimidine), CS(=O)[O-].[Na+] (sodium methanesulfinate), [H-].[Na+] (sodium hydride). The solvent is CCOC(=O)C (EtOAc), C1CCOC1 (THF). Reaction conditions: time 5 minute. Product: ClC=1C(=NC=CC1)N1N=CC=2C1=NC=NC2O[C@H](C(=O)NC2=NC=C(C=C2)C)CCOC ((2S)-2-(1-(3-chloropyridin-2-yl)-1H-pyrazolo[3,4-d]pyrimidin-4-yloxy)-4-methoxy-N-(5-methylpyridin-2-yl)butanamide). Yield: 87.4%. As a reaction SMILES: Cl[C:2]1[N:7]=[CH:6][N:5]=[C:4]2[N:8]([C:11]3[C:16]([Cl:17])=[CH:15][CH:14]=[CH:13][N:12]=3)[N:9]=[CH:10][C:3]=12.CS([O-])=O.[Na+].[H-].[Na+].[OH:25][C@@H:26]([CH2:37][CH2:38][O:39][CH3:40])[C:27]([NH:29][C:30]1[CH:35]=[CH:34][C:33]([CH3:36])=[CH:32][N:31]=1)=[O:28]>C1COCC1.CCOC(C)=O>[Cl:17][C:16]1[C:11]([N:8]2[C:4]3=[N:5][CH:6]=[N:7][C:2]([O:25][C@@H:26]([CH2:37][CH2:38][O:39][CH3:40])[C:27]([NH:29][C:30]4[CH:35]=[CH:34][C:33]([CH3:36])=[CH:32][N:31]=4)=[O:28])=[C:3]3[CH:10]=[N:9]2)=[N:12][CH:13]=[CH:14][CH:15]=1 |f:1.2,3.4|. Procedure: 4-Chloro-1-(3-chloropyridin-2-yl)-1H-pyrazolo[3,4-d]pyrimidine (Intermediate B15) (219 mg, 0.82 mmol) was added to sodium methanesulfinate (75 mg, 0.73 mmol) and sodium hydride (38.0 mg, 0.95 mmol) in THF (5 mL) at 23° C. under nitrogen. The resulting suspension was stirred at ambient temperature for 5 minutes. (S)-2-Hydroxy-4-methoxy-N-(5-methylpyridin-2-yl)butanamide (Intermediate F1) (142 mg, 0.63 mmol) was added dropwise and the suspension was stirred at ambient temperature for a further 30 ... Starting materials: CCOC(=O)Cc1cc(Cl)c(O)c(Br)c1, O=C([O-])[O-], FC(F)(F)CI, [K+], [K+], CN(C)C=O. The product is CCOC(=O)Cc1cc(Cl)c(OCC(F)(F)F)c(Br)c1. Reaction SMILES: [Br:1][c:2]1[cH:3][c:4]([CH2:10][C:11](=[O:12])[O:13][CH2:14][CH3:15])[cH:5][c:6]([Cl:9])[c:7]1[OH:8].[C:16](=[O:17])([O-:18])[O-:19].[F:22][C:23]([CH2:24][I:25])([F:26])[F:27].[K+:20].[K+:21].[O:28]=[CH:29][N:30]([CH3:31])[CH3:32]>>[Br:1][c:2]1[cH:3][c:4]([CH2:10][C:11](=[O:12])[O:13][CH2:14][CH3:15])[cH:5][c:6]([Cl:9])[c:7]1[O:8][CH2:24][C:23]([F:22])([F:26])[F:27]. Starting materials: ClC=1C(=NC=C(N1)N(CCC)C)C=O (3-chloro-5-[methyl(propyl)amino]pyrazine-2-carbaldehyde), C(C1=CC=CC=C1)NC[C@H](COC)O ((2R)-1-(benzylamino)-3-methoxypropan-2-ol), C(C)(=O)O[BH-](OC(C)=O)OC(C)=O.[Na+] (sodium triacetoxyborohydride), C(O)([O-])=O.[Na+] (sodium hydrogen carbonate). Run in C(C)#N (acetonitrile), C(C)(=O)O (acetic acid). Reaction conditions: time 1.5 hour. The product is C(C1=CC=CC=C1)N(C[C@H](COC)O)CC1=NC=C(N=C1Cl)N(CCC)C ((2R)-1-[benzyl({3-chloro-5-[methyl(propyl)amino]pyrazin-2-yl}methyl)amino]-3-methoxypropan-2-ol). Isolated yield 73.7%. As a reaction SMILES: [Cl:1][C:2]1[C:3]([CH:13]=O)=[N:4][CH:5]=[C:6]([N:8]([CH3:12])[CH2:9][CH2:10][CH3:11])[N:7]=1.[CH2:15]([NH:22][CH2:23][C@@H:24]([OH:28])[CH2:25][O:26][CH3:27])[C:16]1[CH:21]=[CH:20][CH:19]=[CH:18][CH:17]=1.C(O[BH-](OC(=O)C)OC(=O)C)(=O)C.[Na+].C(=O)([O-])O.[Na+]>C(#N)C.C(O)(=O)C>[CH2:15]([N:22]([CH2:13][C:3]1[C:2]([Cl:1])=[N:7][C:6]([N:8]([CH3:12])[CH2:9][CH2:10][CH3:11])=[CH:5][N:4]=1)[CH2:23][C@@H:24]([OH:28])[CH2:25][O:26][CH3:27])[C:16]1[CH:21]=[CH:20][CH:19]=[CH:18][CH:17]=1 |f:2.3,4.5|. Reported procedure: To a solution of 3-chloro-5-[methyl(propyl)amino]pyrazine-2-carbaldehyde (427 mg), (2R)-1-(benzylamino)-3-methoxypropan-2-ol (469 mg) and acetic acid (343 μL) in acetonitrile (10 mL) was added sodium triacetoxyborohydride (636 mg), and the mixture was stirred at room temperature for 1.5 hr. To the reaction mixture was added dropwise a saturated sodium hydrogen carbonate solution, and the mixture was extracted with ethyl acetate. The organic layer was washed with saturated brine and dried over ma... Procedure: To a solution of 12c (2.155 g, 3.74 mmol) in 16 mL THF at −78° C., was added 1.0 M LIHMDS in THF (7.66 mL, 7.66 mmol). The mixture was stirred at −78° C. for 10 min, then allyl bromide (0.81 mL, 9.34 mmol) was added. The mixture was allowed to slowly warm to −40° C. and was maintained at this temperature for 30 min. The reaction was quenched with sat. NH4Cl, then diluted with EtOAc. The organic phase was washed with 0.5 M HCl and brine, dried (Na2SO4), and concentrated. The crude residue was pur... Run at temperature -78 celsius, time 10 minute. Yields the product C(C=C)[C@@]1(C[C@H](N2C1=NC=C(C2=O)N(C(OCC2=CC=CC=C2)=O)CC2=CC(=CC=C2)C(F)(F)F)C(=O)NC2=CC=CC=C2)C (Benzyl (6S,8R)-8-allyl-6-(anilinocarbonyl)-8-methyl-4-oxo-4,6,7,8-tetrahydropyrrolo[1,2-a]pyrimidin-3-yl[3-(trifluoromethyl)benzyl]carbamate). As a reaction SMILES: [NH:1]([C:8]([C@H:10]1[N:14]2[C:15](=[O:41])[C:16]([N:19]([CH2:30][C:31]3[CH:36]=[CH:35][CH:34]=[C:33]([C:37]([F:40])([F:39])[F:38])[CH:32]=3)[C:20](=[O:29])[O:21][CH2:22][C:23]3[CH:28]=[CH:27][CH:26]=[CH:25][CH:24]=3)=[CH:17][N:18]=[C:13]2[CH:12]([CH3:42])[CH2:11]1)=[O:9])[C:2]1[CH:7]=[CH:6][CH:5]=[CH:4][CH:3]=1.[CH2:43](Br)[CH:44]=C.[CH2:47]1COCC1>>[CH2:42]([C@@:12]1([CH3:47])[C:13]2=[N:18][CH:17]=[C:16]([N:19]([CH2:30][C:31]3[CH:36]=[CH:35][CH:34]=[C:33]([C:37]([F:40])([F:39])[F:38])[CH:32]=3)[C:20](=[O:29])[O:21][CH2:22][C:23]3[CH:28]=[CH:27][CH:26]=[CH:25][CH:24]=3)[C:15](=[O:41])[N:14]2[C@H:10]([C:8]([NH:1][C:2]2[CH:7]=[CH:6][CH:5]=[CH:4][CH:3]=2)=[O:9])[CH2:11]1)[CH:43]=[CH2:44]. The reactants are N(C1=CC=CC=C1)C(=O)[C@@H]1CC(C=2N1C(C(=CN2)N(C(OCC2=CC=CC=C2)=O)CC2=CC(=CC=C2)C(F)(F)F)=O)C (Benzyl (6S,8RS)-6-(anilinocarbonyl)-8-methyl-4-oxo-4,6,7,8-tetrahydropyrrolo[1,2-a]pyrimidin-3-yl[3-(trifluoromethyl)benzyl]carbamate), C1CCOC1 (THF), C1CCOC1 (THF), C(C=C)Br (allyl bromide). Isolated yield 48.0%.